From a dataset of the Open Reaction Database (ORD), a public repository of structured organic reaction records. describe an organic reaction: reactants, conditions, products, and yield Starting materials: COC1=C(C2=CC=CC=C2C=C1)C=O (2-Methoxy-1-naphthaldehyde), C1(=CC=CC=C1)N (phenylamine). The solvent is C1=CC=CC=C1 (benzene). Yields the product COC1C(C2=CC=CC=C2C=C1)=NC1=CC=CC=C1 (2-methoxy-1-naphthylidene-phenylamine). The yield is 102.2%. As a reaction SMILES: [CH3:1][O:2][C:3]1[CH:12]=[CH:11][C:10]2[C:5](=[CH:6][CH:7]=[CH:8][CH:9]=2)[C:4]=1C=O.[C:15]1([NH2:21])[CH:20]=[CH:19][CH:18]=[CH:17][CH:16]=1>C1C=CC=CC=1>[CH3:1][O:2][CH:3]1[CH:12]=[CH:11][C:10]2[C:5](=[CH:6][CH:7]=[CH:8][CH:9]=2)[C:4]1=[N:21][C:15]1[CH:20]=[CH:19][CH:18]=[CH:17][CH:16]=1. Reported procedure: 2-Methoxy-1-naphthaldehyde [50.0 gm. 0.27 mole] and phenylamine [25 gm., 0.27 mole] were refluxed with benzene [100 ml] for 4 hours. The benzene was evaporated to an oil, dissolved in chloroform, the chloroform dried over sodium sulfate and evaporated to a green semi-solid of the 2-methoxy-1-naphthylidene-phenylamine [68.8 gm., 97% yield] Starting materials: [F-].[NH4+] (ammonium fluoride), NC1=C2C=CC(NC2=CC(=C1)F)=O (5-amino-7-fluoro-1H-quinolin-2-one), ClC=1C=C(C(=C(C=O)C1)OC)F (5-chloro-3-fluoro-2-methoxybenzaldehyde), C(C)(=O)O (acetic acid). The reagents and catalysts are CCCCO.CCCCO.CCCCO.CCCCO.[Ti] (tetrabutyl orthotitanate). Solvent: C(C)(=O)OCC (Ethyl acetate), C1(=CC=CC=C1)C (toluene), O1CCOCC1 (1,4-dioxane). Run at time 1 hour. Product: ClC=1C=C(C(=C(C1)C=NC1=C2C=CC(NC2=CC(=C1)F)=O)OC)F (5-{[1-(5-chloro-3-fluoro-2-methoxyphenyl)methylidene]-amino}-7-fluoro-1H-quinolin-2-one). Isolated yield 60.2%. RXN SMILES: [NH2:1][C:2]1[CH:11]=[C:10]([F:12])[CH:9]=[C:8]2[C:3]=1[CH:4]=[CH:5][C:6](=[O:13])[NH:7]2.[Cl:14][C:15]1[CH:16]=[C:17]([F:25])[C:18]([O:23][CH3:24])=[C:19]([CH:22]=1)[CH:20]=O.C(O)(=O)C.[F-].[NH4+]>C1(C)C=CC=CC=1.O1CCOCC1.CCCCO.CCCCO.CCCCO.CCCCO.[Ti].C(OCC)(=O)C>[Cl:14][C:15]1[CH:16]=[C:17]([F:25])[C:18]([O:23][CH3:24])=[C:19]([CH:20]=[N:1][C:2]2[CH:11]=[C:10]([F:12])[CH:9]=[C:8]3[C:3]=2[CH:4]=[CH:5][C:6](=[O:13])[NH:7]3)[CH:22]=1 |f:3.4,7.8.9.10.11|. Reported procedure: To 0.54 g (3 mmol) 5-amino-7-fluoro-1H-quinolin-2-one and 0.57 g (3 mmol) 5-chloro-3-fluoro-2-methoxybenzaldehyde in 9 ml toluene and 2.6 ml 1,4-dioxane are added 0.65 ml acetic acid and 2.4 ml tetrabutyl orthotitanate. The mixture is heated over 17 hours to 110° C., cooled to room temperature and poured into aqueous ammonium fluoride solution. Ethyl acetate is added and the mixture is stirred vigorously for 1 hour. Phases are separated and addition of ethylacetate is repeated two times while st... Reactants: C1(=CC=C(C=C1)S(=O)(=O)Cl)C (Toluene-4-sulphonylchloride), COC=1C=C2C(=NC=NC2=CC1OC)N1CCC(CC1)C(CO)(C)O (2-[1-(6,7-dimethoxyquinazolin-4-yl)piperid-4-yl]propane-1,2-diol), C(Cl)(Cl)Cl (chloroform), C([O-])(O)=O.[Na+] (sodium bicarbonate). The solvent is N1=CC=CC=C1 (pyridine). Conditions: time 3 hour. The product is C1(=CC=C(C=C1)S(=O)(=O)OCC(C)(C1CCN(CC1)C1=NC=NC2=CC(=C(C=C12)OC)OC)O)C (1-[4-toluenesulphonyloxy]-2-hydroxy-2-[1-(6,7-dimethoxyquinazolin-4-yl)piperid-4-yl]propane). Reaction SMILES: [C:1]1([CH3:11])[CH:6]=[CH:5][C:4]([S:7](Cl)(=[O:9])=[O:8])=[CH:3][CH:2]=1.[CH3:12][O:13][C:14]1[CH:15]=[C:16]2[C:21](=[CH:22][C:23]=1[O:24][CH3:25])[N:20]=[CH:19][N:18]=[C:17]2[N:26]1[CH2:31][CH2:30][CH:29]([C:32]([OH:36])([CH3:35])[CH2:33][OH:34])[CH2:28][CH2:27]1.C(Cl)(Cl)Cl.C(=O)(O)[O-].[Na+]>N1C=CC=CC=1>[C:1]1([CH3:11])[CH:6]=[CH:5][C:4]([S:7]([O:34][CH2:33][C:32]([OH:36])([CH:29]2[CH2:30][CH2:31][N:26]([C:17]3[C:16]4[C:21](=[CH:22][C:23]([O:24][CH3:25])=[C:14]([O:13][CH3:12])[CH:15]=4)[N:20]=[CH:19][N:18]=3)[CH2:27][CH2:28]2)[CH3:35])(=[O:9])=[O:8])=[CH:3][CH:2]=1 |f:3.4|. Procedure: Toluene-4-sulphonylchloride (0.285 g) was added at 0° to a stirred solution of 2-[1-(6,7-dimethoxyquinazolin-4-yl)piperid-4-yl]propane-1,2-diol (0.35 g) in pyridine (3 cm3) and the mixture was stirred for 3 hours. The mixture was poured into a mixture of chloroform (20 cm3) and saturated sodium bicarbonate solution (20 cm3) and the dried (MgSO4) chloroform layer was evaporated. The residue was chromatographed on silica ("Merck" 60.9385) eluting with methanol:chloroform, 1:49, to give an oil whic... Procedure details: A mixture under N2 of palladium(II) acetate (0.21 mg, 0.9 μmol, 0.01 eq.), 2-dicyclohexylphosphino-2′,6′-dimethoxybiphenyl (0.78 mg, 1.9 mmol, 0.02 eq.), [4-isopropoxy-3-(4,4,5,5-tetramethyl-[1,3,2]dioxaborolan-2-yl)-phenyl]-acetic acid ethyl ester (34 mg, 94.3 μmol, 1.00 eq.) and potassium phosphate (40 mg, 0.19 mmol, 2.00 eq.) in toluene (0.3 mL) and water (0.04 mL) was stirred at r.t. for 2 min. A solution of 8-chloro-5-cyano-3,4-dihydro-1H-isoquinoline-2-carboxylic acid benzyl ester (32.1 mg... Reaction SMILES: C1(P(C2CCCCC2)C2C=CC=CC=2C2C(OC)=CC=CC=2OC)CCCCC1.C([O:32][C:33](=[O:54])[CH2:34][C:35]1[CH:40]=[CH:39][C:38]([O:41][CH:42]([CH3:44])[CH3:43])=[C:37](B2OC(C)(C)C(C)(C)O2)[CH:36]=1)C.P([O-])([O-])([O-])=O.[K+].[K+].[K+].[CH2:63]([O:70][C:71]([N:73]1[CH2:82][CH2:81][C:80]2[C:75](=[C:76](Cl)[CH:77]=[CH:78][C:79]=2[C:83]#[N:84])[CH2:74]1)=[O:72])[C:64]1[CH:69]=[CH:68][CH:67]=[CH:66][CH:65]=1>C1(C)C=CC=CC=1.O.C([O-])(=O)C.[Pd+2].C([O-])(=O)C>[CH2:63]([O:70][C:71]([N:73]1[CH2:82][CH2:81][C:80]2[C:75](=[C:76]([C:37]3[CH:36]=[C:35]([CH2:34][C:33]([OH:32])=[O:54])[CH:40]=[CH:39][C:38]=3[O:41][CH:42]([CH3:43])[CH3:44])[CH:77]=[CH:78][C:79]=2[C:83]#[N:84])[CH2:74]1)=[O:72])[C:64]1[CH:69]=[CH:68][CH:67]=[CH:66][CH:65]=1 |f:2.3.4.5,9.10.11|. The reactants are C(C1=CC=CC=C1)OC(=O)N1CC2=C(C=CC(=C2CC1)C#N)Cl (8-chloro-5-cyano-3,4-dihydro-1H-isoquinoline-2-carboxylic acid benzyl ester), C1(CCCCC1)P(C1=C(C=CC=C1)C1=C(C=CC=C1OC)OC)C1CCCCC1 (2-dicyclohexylphosphino-2′,6′-dimethoxybiphenyl), C(C)OC(CC1=CC(=C(C=C1)OC(C)C)B1OC(C(O1)(C)C)(C)C)=O ([4-isopropoxy-3-(4,4,5,5-tetramethyl-[1,3,2]dioxaborolan-2-yl)-phenyl]-acetic acid ethyl ester), P(=O)([O-])([O-])[O-].[K+].[K+].[K+] (potassium phosphate). Product: C(C1=CC=CC=C1)OC(=O)N1CC2=C(C=CC(=C2CC1)C#N)C1=C(C=CC(=C1)CC(=O)O)OC(C)C (8-(5-Carboxymethyl-2-isopropoxy-phenyl)-5-cyano-3,4-dihydro-1H-isoquinoline-2-carboxylic acid benzyl ester). Solvent: C1(=CC=CC=C1)C (toluene), C1(=CC=CC=C1)C (toluene), O (water). Conditions: temperature 100 celsius, time 48 hour. The reagents and catalysts are C(C)(=O)[O-].[Pd+2].C(C)(=O)[O-] (palladium(II) acetate). Starting materials: C(C)OC(=O)C1(CC1)C1=CC=C(C=C1)C1=CC=C(C=C1)C1=C(C(=NO1)C)C(CC=C)O (1-{4′-[4-(1-Hydroxy-but-3-enyl)-3-methyl-isoxazol-5-yl]-biphenyl-4-yl}-cyclopropanecarboxylic acid ethyl ester), IC1=CC=C(C=C1)C(F)(F)F (1-iodo-4-trifluoromethyl-benzene), C([O-])([O-])=O.[Cs+].[Cs+] (cesium carbonate). Reagents/catalysts: C(C)(=O)[O-].[Pd+2].C(C)(=O)[O-] (Palladium(II) acetate). Solvent: C(C)#N (ACN). Conditions: temperature 85 celsius. Product: C(C)OC(=O)C1(CC1)C1=CC=C(C=C1)C1=CC=C(C=C1)C1=C(C(=NO1)C)C(C\C=C\C1=CC=C(C=C1)C(F)(F)F)O (1-(4′-{4-[(E)-1-Hydroxy-4-(4-trifluoromethyl-phenyl)-but-3-enyl]-3-methyl-isoxazol-5-yl}-biphenyl-4-yl)-cyclopropanecarboxylic acid ethyl ester). Reaction SMILES: [CH2:1]([O:3][C:4]([C:6]1([C:9]2[CH:14]=[CH:13][C:12]([C:15]3[CH:20]=[CH:19][C:18]([C:21]4[O:25][N:24]=[C:23]([CH3:26])[C:22]=4[CH:27]([OH:31])[CH2:28][CH:29]=[CH2:30])=[CH:17][CH:16]=3)=[CH:11][CH:10]=2)[CH2:8][CH2:7]1)=[O:5])[CH3:2].I[C:33]1[CH:38]=[CH:37][C:36]([C:39]([F:42])([F:41])[F:40])=[CH:35][CH:34]=1.C(=O)([O-])[O-].[Cs+].[Cs+]>C(#N)C.C([O-])(=O)C.[Pd+2].C([O-])(=O)C>[CH2:1]([O:3][C:4]([C:6]1([C:9]2[CH:10]=[CH:11][C:12]([C:15]3[CH:20]=[CH:19][C:18]([C:21]4[O:25][N:24]=[C:23]([CH3:26])[C:22]=4[CH:27]([OH:31])[CH2:28]/[CH:29]=[CH:30]/[C:33]4[CH:38]=[CH:37][C:36]([C:39]([F:42])([F:41])[F:40])=[CH:35][CH:34]=4)=[CH:17][CH:16]=3)=[CH:13][CH:14]=2)[CH2:8][CH2:7]1)=[O:5])[CH3:2] |f:2.3.4,6.7.8|. Reported procedure: 1-{4′-[4-(1-Hydroxy-but-3-enyl)-3-methyl-isoxazol-5-yl]-biphenyl-4-yl}-cyclopropanecarboxylic acid ethyl ester (0.2518 g, 0.603 mmol), 1-iodo-4-trifluoromethyl-benzene (0.089 mL, 0.603 mmol), and cesium carbonate (0.207 g, 11.38 mmol) were dissolved in ACN (2.6 mL) and the solution was purged with bubbling N2 (g). Palladium(II) acetate (0.008 g, 0.0302 mmol) was added, the reaction vessel was sealed, and the reaction was heated to 85° C. overnight. After cooling, the reaction was submitted to st...